Dataset: the Open Reaction Database (ORD), a public repository of structured organic reaction records. Task: describe an organic reaction: reactants, conditions, products, and yield The reactants are [Al+3], COc1ccc(C(=O)c2ccc(F)cc2)c(OC)c1, CC#N, [Cl-], [Cl-], [Cl-], [I-], [Na+]. Yields the product COc1ccc(C(=O)c2ccc(F)cc2)c(O)c1. RXN SMILES: [Al+3:23].[CH3:1][O:2][c:3]1[c:4]([C:11](=[O:12])[c:13]2[cH:14][cH:15][c:16]([F:19])[cH:17][cH:18]2)[cH:5][cH:6][c:7]([O:9][CH3:10])[cH:8]1.[CH3:26][C:27]#[N:28].[Cl-:22].[Cl-:24].[Cl-:25].[I-:21].[Na+:20]>>[OH:2][c:3]1[c:4]([C:11](=[O:12])[c:13]2[cH:14][cH:15][c:16]([F:19])[cH:17][cH:18]2)[cH:5][cH:6][c:7]([O:9][CH3:10])[cH:8]1. The reactants are COc1cc2c(cc1C(=O)O)OCCO2, Cc1noc(C)c1Cn1cc(N)cn1, CS(C)=O, Cl. Yields the product COc1cc2c(cc1C(=O)Nc1cnn(Cc3c(C)noc3C)c1)OCCO2. As a reaction SMILES: [CH3:16][O:17][c:18]1[c:19]([C:28](=[O:29])[OH:30])[cH:20][c:21]2[c:22]([cH:27]1)[O:23][CH2:24][CH2:25][O:26]2.[CH3:2][c:3]1[n:4][o:5][c:6]([CH3:15])[c:7]1[CH2:8][n:9]1[n:10][cH:11][c:12]([NH2:14])[cH:13]1.[CH3:31][S:32]([CH3:33])=[O:34].[ClH:1]>>[CH3:2][c:3]1[n:4][o:5][c:6]([CH3:15])[c:7]1[CH2:8][n:9]1[n:10][cH:11][c:12]([NH:14][C:28]([c:19]2[c:18]([O:17][CH3:16])[cH:27][c:22]3[c:21]([cH:20]2)[O:26][CH2:25][CH2:24][O:23]3)=[O:29])[cH:13]1. Reactants: C1CCOC1 (THF), BrC1=C2C=CC=C3CC(C(C=C1)=C32)=O (6-bromo-1,2-dihydroacenaphthylen-1-one), [H-].[Na+] (sodium hydride), C(CC)I (Propyl iodide). Run at time 1 hour. Yields the product C(CC)C1(C(C=2C=CC(=C3C=CC=C1C23)Br)=O)CCC (2,2-Dipropyl-6-bromo-1,2-dihydroacenaphthylen-1-one). Yield: 80.0%. Reaction SMILES: [Br:1][C:2]1[CH:12]=[CH:11][C:10]2=[C:13]3[C:3]=1[CH:4]=[CH:5][CH:6]=[C:7]3[CH2:8][C:9]2=[O:14].[H-].[Na+].[CH2:17](I)[CH2:18][CH3:19].[CH2:21]1[CH2:25]OC[CH2:22]1>>[CH2:17]([C:8]1([CH2:22][CH2:21][CH3:25])[C:7]2[C:13]3[C:3]([CH:4]=[CH:5][CH:6]=2)=[C:2]([Br:1])[CH:12]=[CH:11][C:10]=3[C:9]1=[O:14])[CH2:18][CH3:19] |f:1.2|. Reported procedure: To a heat dried 8 ml vial loaded with 6-bromo-1,2-dihydroacenaphthylen-1-one (100 mg, 0.41 mmol) and sodium hydride (49 mg, 0.4 mmol) was added 1 ml THF. Propyl iodide (230 μl, 0.4 mmol) was then added to the above purple solution and the mixture was stirred for 1 hour. The reaction was then quenched with 300 ml acetic acid followed by the addition of DCM. The precipitate formed was filtered off and the filtrate concentrated to dryness to give 2.5 grams (80%) of product. NMR and MS confirmed the... The reactants are O[C@@H]1[C@@H]2[C@]3(CCC(C=C3[C@H](C[C@H]2[C@@H]2CC[C@](C(CO)=O)([C@]2(C1)C)OC(CCCC)=O)C)=O)C (11β,21-dihydroxy-6α-methyl-17-valeryloxy-4-pregnene-3,20-dione), C(C)(=O)OC(C)=O (acetic anhydride). Product: C(C)(=O)OCC([C@]1(CC[C@H]2[C@@H]3C[C@@H](C4=CC(CC[C@]4(C)[C@H]3[C@H](C[C@]12C)O)=O)C)OC(CCCC)=O)=O (21-acetoxy-11β-hydroxy-6α-methyl-17-valeryloxy-4-pregnene-3,20-dione). RXN SMILES: [OH:1][C@H:2]1[CH2:22][C@@:21]2([CH3:23])[C@@H:13]([CH2:14][CH2:15][C@:16]2([O:24][C:25](=[O:30])[CH2:26][CH2:27][CH2:28][CH3:29])[C:17](=[O:20])[CH2:18][OH:19])[C@H:12]2[C@H:3]1[C@:4]1([CH3:33])[C:9]([C@@H:10]([CH3:31])[CH2:11]2)=[CH:8][C:7](=[O:32])[CH2:6][CH2:5]1.[C:34](OC(=O)C)(=[O:36])[CH3:35]>>[C:34]([O:19][CH2:18][C:17](=[O:20])[C@:16]1([O:24][C:25](=[O:30])[CH2:26][CH2:27][CH2:28][CH3:29])[C@:21]2([CH3:23])[C@H:13]([C@H:12]3[C@H:3]([C@@H:2]([OH:1])[CH2:22]2)[C@:4]2([CH3:33])[C:9](=[CH:8][C:7](=[O:32])[CH2:6][CH2:5]2)[C@@H:10]([CH3:31])[CH2:11]3)[CH2:14][CH2:15]1)(=[O:36])[CH3:35]. Procedure: Analogously to Example 9, 1.0 g of 11β,21-dihydroxy-6α-methyl-17-valeryloxy-4-pregnene-3,20-dione is reacted with acetic anhydride, worked up, and purified, thus isolating 980 mg of 21-acetoxy-11β-hydroxy-6α-methyl-17-valeryloxy-4-pregnene-3,20-dione.